From a dataset of the Open Reaction Database (ORD), a public repository of structured organic reaction records. describe an organic reaction: reactants, conditions, products, and yield Starting materials: [OH-].[NH4+] (ammonium hydroxide), 70V, 70V, [OH-].[NH4+] (ammonium hydroxide), O (water), O=C1OC(=C(C2=CC=CC=C12)C(=O)O)C(F)(F)F (1-oxo-3-(trifluoromethyl)-1H-isochromene-4-carboxylic acid), C(CC=1C(C(=O)O)=CC=CC1)(=O)O (Homophthalic acid). The solvent is FC(C(=O)OC(C(F)(F)F)=O)(F)F (trifluoroacetic anhydride). Run at time 24 hour. Yields the product FC(C=1NC(C2=CC=CC=C2C1)=O)(F)F (3-Trifluoromethyl-1-isoquinolone). The yield is 70.0%. RXN SMILES: C(O)(=O)CC1C(=CC=CC=1)C(O)=O.O.[O:15]=[C:16]1[C:25]2[C:20](=[CH:21][CH:22]=[CH:23][CH:24]=2)[C:19](C(O)=O)=[C:18]([C:29]([F:32])([F:31])[F:30])O1.[OH-].[NH4+:34]>FC(F)(F)C(OC(=O)C(F)(F)F)=O>[F:30][C:29]([F:32])([F:31])[C:18]1[NH:34][C:16](=[O:15])[C:25]2[C:20]([CH:19]=1)=[CH:21][CH:22]=[CH:23][CH:24]=2 |f:3.4|. Reported procedure: Homophthalic acid (1.00 g, 5.55 mmol) dissolved in trifluoroacetic anhydride (7.8 ml) was heated in a sealed tube for 24 h at 110° followed by a further 24 h at 140°. The reaction was poured into water (100 ml), left for 1 h and the resulting precipitate extracted into EtOAc (3×50 ml). The EtOAc solution was dried (MgSO4) and the solvent removed under reduced pressure to give a pale brown solid. LCMS showed these to be a 9:1 mixture of −1-oxo-3-(trifluoromethyl)-1H-isochromene-4-carboxylic acid....